From a dataset of the Open Reaction Database (ORD), a public repository of structured organic reaction records. describe an organic reaction: reactants, conditions, products, and yield Reactants: CCOC(C)=O, SC1CCCCC1, CCN(C(C)C)C(C)C, CCOC(=O)c1cccc(I)c1, C1COCCO1, O=C(C=Cc1ccccc1)C=Cc1ccccc1, O=C(C=Cc1ccccc1)C=Cc1ccccc1, O=C(C=Cc1ccccc1)C=Cc1ccccc1, [Pd], [Pd]. Product: CCOC(=O)c1cccc(SC2CCCCC2)c1. As a reaction SMILES: [CH3:91][CH2:92][O:93][C:94](=[O:95])[CH3:96].[CH:19]1([SH:25])[CH2:20][CH2:21][CH2:22][CH2:23][CH2:24]1.[CH:26]([N:27]([CH2:28][CH3:29])[CH:30]([CH3:31])[CH3:32])([CH3:33])[CH3:34].[I:1][c:2]1[cH:3][c:4]([C:5](=[O:6])[O:7][CH2:8][CH3:9])[cH:10][cH:11][cH:12]1.[O:13]1[CH2:14][CH2:15][O:16][CH2:17][CH2:18]1.[O:37]=[C:38]([CH:39]=[CH:40][c:41]1[cH:42][cH:43][cH:44][cH:45][cH:46]1)[CH:47]=[CH:48][c:49]1[cH:50][cH:51][cH:52][cH:53][cH:54]1.[O:55]=[C:56]([CH:57]=[CH:58][c:59]1[cH:60][cH:61][cH:62][cH:63][cH:64]1)[CH:65]=[CH:66][c:67]1[cH:68][cH:69][cH:70][cH:71][cH:72]1.[O:73]=[C:74]([CH:75]=[CH:76][c:77]1[cH:78][cH:79][cH:80][cH:81][cH:82]1)[CH:83]=[CH:84][c:85]1[cH:86][cH:87][cH:88][cH:89][cH:90]1.[Pd:35].[Pd:36]>>[c:2]1([S:25][CH:19]2[CH2:20][CH2:21][CH2:22][CH2:23][CH2:24]2)[cH:3][c:4]([C:5](=[O:6])[O:7][CH2:8][CH3:9])[cH:10][cH:11][cH:12]1. Reactants: ClC=1N=C(C2=C(N1)N(C=C2)COCC[Si](C)(C)C)Cl (2,4-dichloro-7-((2-(trimethylsilyl)ethoxy)methyl)-7H-pyrrolo[2,3-d]pyrimidine), [N+](=O)([O-])C=1C=C(C=CC1)O (3-nitrophenol), C(=O)([O-])[O-].[K+].[K+] (K2CO3). The solvent is CN(C=O)C (dimethylformamide). Conditions: time 4 hour. Yields the product ClC=1N=C(C2=C(N1)N(C=C2)COCC[Si](C)(C)C)OC2=CC(=CC=C2)[N+](=O)[O-] (2-chloro-4-(3-nitrophenoxy)-7-((2-(trimethylsilyl)ethoxy)methyl)-7H-pyrrolo[2,3-d]pyrimidine). The yield is 75.7%. As a reaction SMILES: [Cl:1][C:2]1[N:3]=[C:4](Cl)[C:5]2[CH:10]=[CH:9][N:8]([CH2:11][O:12][CH2:13][CH2:14][Si:15]([CH3:18])([CH3:17])[CH3:16])[C:6]=2[N:7]=1.[N+:20]([C:23]1[CH:24]=[C:25]([OH:29])[CH:26]=[CH:27][CH:28]=1)([O-:22])=[O:21].C([O-])([O-])=O.[K+].[K+]>CN(C)C=O>[Cl:1][C:2]1[N:3]=[C:4]([O:29][C:25]2[CH:26]=[CH:27][CH:28]=[C:23]([N+:20]([O-:22])=[O:21])[CH:24]=2)[C:5]2[CH:10]=[CH:9][N:8]([CH2:11][O:12][CH2:13][CH2:14][Si:15]([CH3:18])([CH3:17])[CH3:16])[C:6]=2[N:7]=1 |f:2.3.4|. Procedure: To a mixture of Compound 6-B (200 mg, 0.628 mmol) and 3-nitrophenol (96.2 g, 0.691 mmol) in dimethylformamide (2 mL) was added K2CO3 (173.7 mg, 1.26 mmol). The reaction mixture was stirred at room temperature for 4 hours. The reaction mixture was then filtered. The filtrate was diluted with water, then extracted with ethyl acetate. The organic layer was washed with water, brine, and dried over Na2SO4. After filtration and removal of the volatiles in vacuo, the crude product was purified by flash... Reaction SMILES: [Br:1][c:2]1[c:3]([S:12](=[O:13])(=[O:14])[C:15]([F:16])([F:17])[F:18])[cH:4][c:5]([C:6](=[O:7])[O:8][CH3:9])[cH:10][cH:11]1.[F:19][c:20]1[cH:21][cH:22][c:23]([OH:26])[cH:24][cH:25]1.[K+:27].[K+:28].[O-:29][C:30]([O-:31])=[O:32].[O:34]=[CH:35][N:36]([CH3:37])[CH3:38].[OH2:33]>>[c:2]1([O:26][c:23]2[cH:22][cH:21][c:20]([F:19])[cH:25][cH:24]2)[c:3]([S:12](=[O:13])(=[O:14])[C:15]([F:16])([F:17])[F:18])[cH:4][c:5]([C:6](=[O:7])[O:8][CH3:9])[cH:10][cH:11]1. The reactants are COC(=O)c1ccc(Br)c(S(=O)(=O)C(F)(F)F)c1, Oc1ccc(F)cc1, [K+], [K+], O=C([O-])[O-], CN(C)C=O, O. Yields the product COC(=O)c1ccc(Oc2ccc(F)cc2)c(S(=O)(=O)C(F)(F)F)c1. Solvent: CO (methanol). Yields the product CN(C(=O)C1=CC2=C(N=C(N2C)C(C)C)C(=C1)O)C (7-Hydroxy-2-isopropyl-3-methyl-3H-benzimidazole-5-carboxylic Acid Dimethylamide). Reported procedure: A solution of 3.6 g (10.3 mmol) 7-benzyloxy-2-isopropyl-3-methyl-3H-benzimidazole-5-carboxylic acid dimethylamide and 900 μl acetic acid in 70 ml methanol was hydrogenated over 885 mg 10% Pd/C in autoclave (5 bar H2) at 50° C. for 15 h. The catalyst was filtered off and the filtrate was concentrated in vacuo to afford 3.2 g (100%) of the title compound as a grey wax. Reactants: CN(C(=O)C1=CC2=C(N=C(N2C)C(C)C)C(=C1)OCC1=CC=CC=C1)C (7-benzyloxy-2-isopropyl-3-methyl-3H-benzimidazole-5-carboxylic acid dimethylamide), C(C)(=O)O (acetic acid). Isolated yield 118.9%. As a reaction SMILES: [CH3:1][N:2]([CH3:26])[C:3]([C:5]1[CH:17]=[C:16]([O:18]CC2C=CC=CC=2)[C:8]2[N:9]=[C:10]([CH:13]([CH3:15])[CH3:14])[N:11]([CH3:12])[C:7]=2[CH:6]=1)=[O:4].C(O)(=O)C>CO.[Pd]>[CH3:26][N:2]([CH3:1])[C:3]([C:5]1[CH:17]=[C:16]([OH:18])[C:8]2[N:9]=[C:10]([CH:13]([CH3:15])[CH3:14])[N:11]([CH3:12])[C:7]=2[CH:6]=1)=[O:4]. The reagents and catalysts are [Pd] (Pd/C). Starting materials: [BH4-], CCOCC, [Cl-], [Cl-], CCOC(=O)C(Cc1ccc(Cl)c(OC(F)(F)C(F)F)c1)C(=O)c1ccc(F)cc1, Cl, [Na+], O, [Zn+2]. The product is CCOC(=O)C(Cc1ccc(Cl)c(OC(F)(F)C(F)F)c1)C(O)c1ccc(F)cc1. RXN SMILES: [BH4-:1].[CH3:35][CH2:36][O:37][CH2:38][CH3:39].[Cl-:40].[Cl-:42].[Cl:3][c:4]1[c:5]([O:26][C:27]([CH:28]([F:29])[F:30])([F:31])[F:32])[cH:6][c:7]([CH2:10][CH:11]([C:12](=[O:13])[O:14][CH2:15][CH3:16])[C:17](=[O:18])[c:19]2[cH:20][cH:21][c:22]([F:25])[cH:23][cH:24]2)[cH:8][cH:9]1.[ClH:33].[Na+:2].[OH2:34].[Zn+2:41]>>[Cl:3][c:4]1[c:5]([O:26][C:27]([CH:28]([F:29])[F:30])([F:31])[F:32])[cH:6][c:7]([CH2:10][CH:11]([C:12](=[O:13])[O:14][CH2:15][CH3:16])[CH:17]([OH:18])[c:19]2[cH:20][cH:21][c:22]([F:25])[cH:23][cH:24]2)[cH:8][cH:9]1. Reactants: C(C1=CC=CC=C1)N (benzylamine), C(C)(C)(C)OC(=O)N[C@@H]([C@@H](C)CC)C(=O)O (N-(tert-butoxycarbonyl)-L-isoleucine), ClC(=O)OCC(C)C (isobutyl chloroformate), C(C)N1CCOCC1 (N-ethylmorpholine). Run in C1CCOC1 (THF). Conditions: temperature -5 celsius. Yields the product C(C1=CC=CC=C1)NC([C@@H](NC(=O)OC(C)(C)C)[C@@H](C)CC)=O (N-(tert-butoxycarbonyl)-L-Isoleucine benzylamide). Yield: 95.9%. Reaction SMILES: [C:1]([O:5][C:6]([NH:8][C@H:9]([C:14]([OH:16])=O)[C@H:10]([CH2:12][CH3:13])[CH3:11])=[O:7])([CH3:4])([CH3:3])[CH3:2].C(N1CCOCC1)C.ClC(OCC(C)C)=O.[CH2:33]([NH2:40])[C:34]1[CH:39]=[CH:38][CH:37]=[CH:36][CH:35]=1>C1COCC1>[CH2:33]([NH:40][C:14](=[O:16])[C@H:9]([C@H:10]([CH2:12][CH3:13])[CH3:11])[NH:8][C:6]([O:5][C:1]([CH3:2])([CH3:3])[CH3:4])=[O:7])[C:34]1[CH:39]=[CH:38][CH:37]=[CH:36][CH:35]=1. Procedure: Into a 500 mL round bottomed flask equipped with a magnetic stirrer was added N-(tert-butoxycarbonyl)-L-isoleucine (22.53 g, 97.39 mmol, 1.0 eq) and THF (300 mL). The solution was stirred until homogeneous, cooled to -5° C., and treated with N-ethylmorpholine (14.23 mL, 12.88 g, 112.0 mmol, 1.15 eq). The solution was stirred at -5° C. for 20 min, and isobutyl chloroformate (13.24 mL, 13.90 g, 102 mmol, 1.05 eq) was added dropwise over 10 min. After stirring at -5° C. for 30 min, benzylamine (12....